This data is from the Open Reaction Database (ORD), a public repository of structured organic reaction records. The task is: describe an organic reaction: reactants, conditions, products, and yield Starting materials: N(=NC(=O)N1CCCCC1)C(=O)N1CCCCC1 (1,1′-(Azodicarbonyl)dipiperidine), OC=1C=C2C=C(NC2=CC1)CC(C(=O)OC)C (methyl 3-(5-hydroxyindolyl)-2-methylpropanoate), C(CCC)P(CCCC)CCCC (tri-n-butylphosphine), OCCCNC1=NC=CC=C1 (2-(3-hydroxypropyl)aminopyridine). Isolated yield 15.1%. Conditions: time 16 hour. Yields the product CC(C(=O)OC)CC=1NC2=CC=C(C=C2C1)OCCCNC1=NC=CC=C1 (Methyl 2-methyl-3-{5-[3-(2-pyridylamino)propoxy]indolyl }propanoate). The solvent is O1CCCC1 (tetrahydrofuran). Procedure details: 1,1′-(Azodicarbonyl)dipiperidine (0.13 g, 0.57 mmol) was added to the solution of methyl 3-(5-hydroxyindolyl)-2-methylpropanoate (0.062 g, 0.27 mmol), as prepared in the preceding step, 2-(3-hydroxypropyl)aminopyridine (0.06 g, 0.40 mmol), as prepared in step b of Example 1, and tri-n-butylphosphine (0.11 g, 0.53 mmol) in tetrahydrofuran (6.0 mL). After stirring at ambient temperature overnight (16 h), the reaction was concentrated and the residue was purified by flash chromatography on silica g... RXN SMILES: N(C(N1CCCCC1)=O)=NC(N1CCCCC1)=O.[OH:19][C:20]1[CH:21]=[C:22]2[C:26](=[CH:27][CH:28]=1)[NH:25][C:24]([CH2:29][CH:30]([CH3:35])[C:31]([O:33][CH3:34])=[O:32])=[CH:23]2.O[CH2:37][CH2:38][CH2:39][NH:40][C:41]1[CH:46]=[CH:45][CH:44]=[CH:43][N:42]=1.C(P(CCCC)CCCC)CCC>O1CCCC1>[CH3:35][CH:30]([CH2:29][C:24]1[NH:25][C:26]2[C:22]([CH:23]=1)=[CH:21][C:20]([O:19][CH2:37][CH2:38][CH2:39][NH:40][C:41]1[CH:46]=[CH:45][CH:44]=[CH:43][N:42]=1)=[CH:28][CH:27]=2)[C:31]([O:33][CH3:34])=[O:32]. Reactants: BrCC(=O)NC1=C(C(=O)OC)C=CC=C1 (methyl 2-((bromoacetyl)amino)benzoate), BrC1=C(N)C=CC=C1 (2-bromoaniline), ice water. Solvent: CN(C)C=O (DMF). The product is BrC1=C(C=CC=C1)NCC(=O)NC1=C(C(=O)OC)C=CC=C1 (Methyl 2-((2-((2-Bromophenyl)amino)acetyl)amino)benzoate). Yield: 30.3%. Reaction SMILES: Br[CH2:2][C:3]([NH:5][C:6]1[CH:15]=[CH:14][CH:13]=[CH:12][C:7]=1[C:8]([O:10][CH3:11])=[O:9])=[O:4].[Br:16][C:17]1[CH:23]=[CH:22][CH:21]=[CH:20][C:18]=1[NH2:19]>CN(C=O)C>[Br:16][C:17]1[CH:23]=[CH:22][CH:21]=[CH:20][C:18]=1[NH:19][CH2:2][C:3]([NH:5][C:6]1[CH:15]=[CH:14][CH:13]=[CH:12][C:7]=1[C:8]([O:10][CH3:11])=[O:9])=[O:4]. Procedure details: A solution of methyl 2-((bromoacetyl)amino)benzoate (2.0 g, 7.35 mmol) and 2-bromoaniline (3.16 g, 18.4 mmol) in anhydrous DMF (30 mL) was heated to 90°-100° C. overnight with stirring under N2. The solution was cooled, poured into 500 mL of ice-water, and then extracted with 3×50 mL of ethyl acetate. The layers were separated and the organic layer was dried (MgSO4), filtered, and then concentrated. Purification by chromatography, eluting with hexane-ethyl acetate (3:1), afforded 0.81 g (30%) of... Starting materials: Br.BrCC1=NC=CC=C1 (2-(Bromomethyl)pyridine hydrobromide), C(C1=CC=CC=C1)OC=1C=C(C=NC1)[C@@H]1[C@H](C1)CO ((1S,2S)-2-[5-(benzyloxy)-3-pyridyl]cyclopropylmethanol), [H-].[Na+] (sodium hydride), [NH4+].[Cl-] (NH4Cl). The reagents and catalysts are [I-].C(CCC)[N+](CCCC)(CCCC)CCCC (tetra-n-butylammonium iodide). The solvent is C1CCOC1 (THF), C1CCOC1 (THF). Conditions: time 2 hour. The product is C(C1=CC=CC=C1)OC=1C=NC=C(C1)[C@@H]1[C@H](C1)COCC1=NC=CC=C1 (3-(Benzyloxy)-5-[(1S,2S)-2-[(2-pyridylmethoxy)methyl]cyclopropyl]pyridine). The yield is 88.6%. As a reaction SMILES: [CH2:1]([O:8][C:9]1[CH:10]=[C:11]([C@H:15]2[CH2:17][C@@H:16]2[CH2:18][OH:19])[CH:12]=[N:13][CH:14]=1)[C:2]1[CH:7]=[CH:6][CH:5]=[CH:4][CH:3]=1.[H-].[Na+].Br.Br[CH2:24][C:25]1[CH:30]=[CH:29][CH:28]=[CH:27][N:26]=1.[NH4+].[Cl-]>C1COCC1.[I-].C([N+](CCCC)(CCCC)CCCC)CCC>[CH2:1]([O:8][C:9]1[CH:14]=[N:13][CH:12]=[C:11]([C@H:15]2[CH2:17][C@@H:16]2[CH2:18][O:19][CH2:24][C:25]2[CH:30]=[CH:29][CH:28]=[CH:27][N:26]=2)[CH:10]=1)[C:2]1[CH:3]=[CH:4][CH:5]=[CH:6][CH:7]=1 |f:1.2,3.4,5.6,8.9|. Procedure details: To a solution of (1S,2S)-2-[5-(benzyloxy)-3-pyridyl]cyclopropylmethanol (150 mg, 0.59 mmol) in anhydrous THF (5 mL) in a 25 mL round-bottom flask was added sodium hydride (60% dispersion in mineral oil, 57 mg, 1.41 mmol, 2.4 equiv.). The flask was equipped with a condenser, and the atmosphere was exchanged with Ar (3 times). The suspension was stirred at room temperature for 2 h. 2-(Bromomethyl)pyridine hydrobromide (178 mg, 0.70 mmol, 1.2 equiv.) and tetra-n-butylammonium iodide (23 mg, 60 μmol...